From a dataset of the Open Reaction Database (ORD), a public repository of structured organic reaction records. describe an organic reaction: reactants, conditions, products, and yield The reactants are ClC(C(O)O)(Cl)Cl (chloral hydrate), S(=O)(=O)([O-])[O-].[Na+].[Na+] (sodium sulphate), Cl.NO (hydroxylamine hydrochloride), C(C)C=1C=C(N)C=CC1 (3-ethyl-aniline), Cl (hydrochloric acid). Run in O (water), O (water), O (water). Conditions: temperature 50 celsius, time 10 minute. The product is C1=CC=C(C=C1)NC(=O)/C=N/O (isonitrosoacetanilide). The yield is 67.6%. As a reaction SMILES: Cl[C:2](Cl)(Cl)[CH:3]([OH:5])O.S([O-])([O-])(=O)=O.[Na+].[Na+].C([C:17]1[CH:18]=[C:19]([CH:21]=[CH:22][CH:23]=1)[NH2:20])C.Cl.Cl.[NH2:26][OH:27]>O>[CH:23]1[CH:22]=[CH:21][C:19]([NH:20][C:3](/[CH:2]=[N:26]/[OH:27])=[O:5])=[CH:18][CH:17]=1 |f:1.2.3,6.7|. Procedure details: A mixture of chloral hydrate (59.3 g, 0.36 mol), water (700 ml), and sodium sulphate (85.8 g, 0.60 mol), was heated to 50° C. When 50° C. was reached, sequentially a mixture of 3-ethyl-aniline (40.8 g, 0.33 mol), water (700 ml) and conc. hydrochloric acid (33.6 ml) and a mixture of hydroxylamine hydrochloride (74.8 g, 1.04 mol) and water (330 ml) were added. The resulting mixture was heated to 80° C. during 30 minutes and kept for another 10 minutes at this temperature before the reaction mixtur... Reactants: CC(Cl)Cl, O=C(Cl)C(=O)Cl, NC(=O)C(Cl)=C(Cl)Cl. Yields the product O=C=NC(=O)C(Cl)=C(Cl)Cl. Reaction SMILES: [Cl:15][CH:16]([Cl:17])[CH3:18].[Cl:1][C:2](=[O:3])[C:4]([Cl:5])=[O:6].[Cl:7][C:8](=[C:9]([C:10](=[O:11])[NH2:12])[Cl:13])[Cl:14]>>[C:2](=[O:3])=[N:12][C:10]([C:9](=[C:8]([Cl:7])[Cl:14])[Cl:13])=[O:11]. The reactants are Cl (HCl), O1COC2=C1C=CC(=C2)C=2C1=C(C=C3C=CC4=C(OCO4)C23)C(OC1=O)=O (10-Benzo[1,3]dioxol-5-yl-furo[3′,4′:6,7]naphtho[1,2-d][1,3]dioxole-7,9-dione), [BH4-].[Na+] (sodium borohydride). The solvent is C1CCOC1 (THF), C1CCOC1 (THF), arylnaphthalene lignans. Run at time 1 hour. The product is O1COC2=C1C=CC(=C2)C=2C1=C(C=C3C=CC4=C(OCO4)C23)C(OC1=O)=O (10-Benzo[1,3]dioxol-5-yl-furo[3′,4′:6,7]naphtho[1,2-d][1,3]dioxole-7,9-dione), O1COC2=C1C=CC(=C2)C=2C1=C(C=C3C=CC4=C(OCO4)C23)C(OC1)=O (10-Benzo[1,3]dioxol-5-yl-9H-furo[3′,4′:6,7]naphtho[1,2-d][1,3]dioxol-7-one). Yield: 157.5%. Reaction SMILES: [O:1]1[C:5]2[CH:6]=[CH:7][C:8]([C:10]3[C:11]4[C:25](=[O:26])[O:24][C:23](=[O:27])[C:12]=4[CH:13]=[C:14]4[C:22]=3[C:18]3[O:19][CH2:20][O:21][C:17]=3[CH:16]=[CH:15]4)=[CH:9][C:4]=2[O:3][CH2:2]1.[BH4-].[Na+].Cl>C1COCC1>[O:1]1[C:5]2[CH:6]=[CH:7][C:8]([C:10]3[C:11]4[C:25](=[O:26])[O:24][C:23](=[O:27])[C:12]=4[CH:13]=[C:14]4[C:22]=3[C:18]3[O:19][CH2:20][O:21][C:17]=3[CH:16]=[CH:15]4)=[CH:9][C:4]=2[O:3][CH2:2]1.[O:1]1[C:5]2[CH:6]=[CH:7][C:8]([C:10]3[C:11]4[CH2:25][O:24][C:23](=[O:27])[C:12]=4[CH:13]=[C:14]4[C:22]=3[C:18]3[O:19][CH2:20][O:21][C:17]=3[CH:16]=[CH:15]4)=[CH:9][C:4]=2[O:3][CH2:2]1 |f:1.2|. Procedure details: 10-Benzo[1,3]dioxol-5-yl-furo[3′,4′:6,7]naphtho[1,2-d][1,3]dioxole-7,9-dione (1) was synthesized using procedure described in the literature (Charlton, J. L.; Oleschuk, C. J.; Chee, G. L. Hindered rotation in arylnaphthalene lignans. J. Org. Chem. 1996, 61, 3452-3457). The compound 1 (1.90 g, 5.25 mmol) in dry THF (100 mL) at 0° C. was added dropwise to a mixture of sodium borohydride (218 mg, 5.8 mmol) in dry THF (100 mL). The mixture was stirred at room temperature for 1 h and then acidified t... The reactants are O=C(O)COc1ccc(C23CC4CC(CC(C4)C2)C3)cc1, ClCCCl, CCN(C(C)C)C(C)C, Nc1cccc(C(F)(F)F)c1, CN(C)C=O, O, On1nnc2ccccc21. Product: O=C(COc1ccc(C23CC4CC(CC(C4)C2)C3)cc1)Nc1cccc(C(F)(F)F)c1. RXN SMILES: [C:1]12([c:11]3[cH:12][cH:13][c:14]([O:15][CH2:16][C:17](=[O:18])[OH:19])[cH:20][cH:21]3)[CH2:2][CH:3]3[CH2:4][CH:5]([CH2:6][CH:7]([CH2:8]1)[CH2:9]3)[CH2:10]2.[CH2:42]([Cl:43])[CH2:44][Cl:45].[CH:33]([N:34]([CH2:35][CH3:36])[CH:37]([CH3:38])[CH3:39])([CH3:40])[CH3:41].[F:22][C:23]([c:24]1[cH:25][c:26]([NH2:30])[cH:27][cH:28][cH:29]1)([F:31])[F:32].[O:56]=[CH:57][N:58]([CH3:59])[CH3:60].[OH2:61].[OH:46][n:47]1[c:48]2[c:49]([cH:50][cH:51][cH:52][cH:53]2)[n:54][n:55]1>>[C:1]12([c:11]3[cH:12][cH:13][c:14]([O:15][CH2:16][C:17](=[O:18])[NH:30][c:26]4[cH:25][c:24]([C:23]([F:22])([F:31])[F:32])[cH:29][cH:28][cH:27]4)[cH:20][cH:21]3)[CH2:2][CH:3]3[CH2:4][CH:5]([CH2:6][CH:7]([CH2:8]1)[CH2:9]3)[CH2:10]2. The reactants are N1=CC=C(C=C1)CN (pyridin-4-ylmethanamine), ClC(=O)OC1=CC=C(C=C1)[N+](=O)[O-] (p-nitrophenyl chloroformate). The solvent is ClCCl (dichloromethane). The product is N1=CC=C(C=C1)CNC(OC1=CC=C(C=C1)[N+](=O)[O-])=O (4-nitrophenyl pyridin-4-ylmethylcarbamate). RXN SMILES: [N:1]1[CH:6]=[CH:5][C:4]([CH2:7][NH2:8])=[CH:3][CH:2]=1.Cl[C:10]([O:12][C:13]1[CH:18]=[CH:17][C:16]([N+:19]([O-:21])=[O:20])=[CH:15][CH:14]=1)=[O:11]>ClCCl>[N:1]1[CH:6]=[CH:5][C:4]([CH2:7][NH:8][C:10](=[O:11])[O:12][C:13]2[CH:14]=[CH:15][C:16]([N+:19]([O-:21])=[O:20])=[CH:17][CH:18]=2)=[CH:3][CH:2]=1. Procedure: A solution of pyridin-4-ylmethanamine (505 uL, 5 mmol) and p-nitrophenyl chloroformate (1.0 g, 5 mmol) in dichloromethane (20 mL) was stirred at room temperature for 5 h. Upon completion, the product was collected by vacuum filtration, washed with dichloromethane and purified by preparative HPLC (10-90% acetonitrile in water) to provide 4-nitrophenyl pyridin-4-ylmethylcarbamate as a white solid. MS=274 (MH+). Starting materials: C(C=1C(N)=CC=CC1)(=O)O (anthranilic acid), OC1CCN(CC1)C(=O)OC(C)(C)C (tert-butyl 4-hydroxytetrahydro-1(2H)-pyridinecarboxylate), C1(CCCC1)=O (cyclopentanone), CN (methylamine), FC1=C(C=O)C=CC(=C1)OC (2-fluoro-4-methoxybenzaldehyde). The product is C1(CCCC1)N1CCC(CC1)OC1=CC(=C(C=C1)C1=NC2=CC=CC=C2C(N1C)=O)F (2-{4-[{1-Cyclopentylpiperidin-4-yl)oxy]-2-fluorophenyl}-3-methylquinazolin-4(3H)-one). RXN SMILES: [C:1]([OH:10])(=O)[C:2]1[C:3](=[CH:5][CH:6]=[CH:7][CH:8]=1)[NH2:4].[CH3:11][NH2:12].[F:13][C:14]1[CH:21]=[C:20]([O:22][CH3:23])[CH:19]=[CH:18][C:15]=1[CH:16]=O.OC1[CH2:30][CH2:29][N:28](C(OC(C)(C)C)=O)[CH2:27][CH2:26]1.[C:38]1(=O)[CH2:42][CH2:41][CH2:40][CH2:39]1>>[CH:38]1([N:28]2[CH2:29][CH2:30][CH:23]([O:22][C:20]3[CH:19]=[CH:18][C:15]([C:16]4[N:12]([CH3:11])[C:1](=[O:10])[C:2]5[C:3](=[CH:5][CH:6]=[CH:7][CH:8]=5)[N:4]=4)=[C:14]([F:13])[CH:21]=3)[CH2:26][CH2:27]2)[CH2:42][CH2:41][CH2:40][CH2:39]1. Procedure details: The entitled compound was obtained according to the method of Example 85 but using anthranilic acid, methylamine, 2-fluoro-4-methoxybenzaldehyde, tert-butyl 4-hydroxytetrahydro-1(2H)-pyridinecarboxylate, and cyclopentanone.